Dataset: the Open Reaction Database (ORD), a public repository of structured organic reaction records. Task: describe an organic reaction: reactants, conditions, products, and yield The reactants are O1C(=CC=C1)C=1OC(=C(N1)COC1=CC=C(C=N1)CO)C (6-[2-(2-furyl)-5-methyl-4-oxazolylmethoxy]-3-pyridylmethanol), S(=O)(Cl)Cl (thionyl chloride). Yields the product ClCC=1C=CC(=NC1)OCC=1N=C(OC1C)C=1OC=CC1 (5-chloromethyl-2-[2-(2-furyl)-5-methyl-4-oxazolylmethoxy]pyridine). Isolated yield 71.0%. Reaction SMILES: [O:1]1[CH:5]=[CH:4][CH:3]=[C:2]1[C:6]1[O:7][C:8]([CH3:21])=[C:9]([CH2:11][O:12][C:13]2[N:18]=[CH:17][C:16]([CH2:19]O)=[CH:15][CH:14]=2)[N:10]=1.S(Cl)([Cl:24])=O>>[Cl:24][CH2:19][C:16]1[CH:15]=[CH:14][C:13]([O:12][CH2:11][C:9]2[N:10]=[C:6]([C:2]3[O:1][CH:5]=[CH:4][CH:3]=3)[O:7][C:8]=2[CH3:21])=[N:18][CH:17]=1. Procedure details: A mixture of 6-[2-(2-furyl)-5-methyl-4-oxazolylmethoxy]-3-pyridylmethanol (1.87 g) and thionyl chloride (15 ml) was stirred at room temperature for 1-hour. The reaction mixture was concentrated under reduced pressure, and saturated aqueous sodium bicarbonate solution was added to the residue, which was extracted with ethyl acetate. The ethyl acetate layer was washed with saturated aqueous sodium chloride solution, dried (MgSO4) and concentrated. The residue was subjected to silica gel column chr... The reactants are FC(C(=O)OC1=CC=CC=2CC[C@H](CC12)O[Si](C1=CC=CC=C1)(C1=CC=CC=C1)C(C)(C)C)(F)F ((7R)-7-{[tert-butyl(diphenyl)silyl]oxy}-5,6,7,8-tetrahydronaphthalen-1-yl trifluoroacetate), C(C1=CC=CC=C1)(C1=CC=CC=C1)=N (benzophenone imine), C([O-])([O-])=O.[Cs+].[Cs+] (cesium carbonate). The reagents and catalysts are C=1C=CC(=CC1)/C=C/C(=O)/C=C/C2=CC=CC=C2.C=1C=CC(=CC1)/C=C/C(=O)/C=C/C2=CC=CC=C2.C=1C=CC(=CC1)/C=C/C(=O)/C=C/C2=CC=CC=C2.[Pd].[Pd] (tris(dibenzylideneacetone)dipalladium(0)), C1(=CC=CC=C1)P(C1=C(C2=CC=CC=C2C=C1)C1=C(C=CC2=CC=CC=C12)P(C1=CC=CC=C1)C1=CC=CC=C1)C1=CC=CC=C1 (2,2′-bis(diphenylphosphino)-1,1′-binaphthyl). Run in C(OC)COC (dimethoxyethane). The product is [Si](C1=CC=CC=C1)(C1=CC=CC=C1)(C(C)(C)C)O[C@@H]1CCC=2C=CC=C(C2C1)N=C(C1=CC=CC=C1)C1=CC=CC=C1 (N-((7R)-7-{[tert-butyl(diphenyl)silyl]oxy}-5,6,7,8-tetrahydronaphthalen-1-yl)-N-(diphenylmethylene)amine). Isolated yield 85.4%. As a reaction SMILES: FC(F)(F)C(O[C:6]1[C:15]2[CH2:14][C@H:13]([O:16][Si:17]([C:30]([CH3:33])([CH3:32])[CH3:31])([C:24]3[CH:29]=[CH:28][CH:27]=[CH:26][CH:25]=3)[C:18]3[CH:23]=[CH:22][CH:21]=[CH:20][CH:19]=3)[CH2:12][CH2:11][C:10]=2[CH:9]=[CH:8][CH:7]=1)=O.[C:36](=[NH:49])([C:43]1[CH:48]=[CH:47][CH:46]=[CH:45][CH:44]=1)[C:37]1[CH:42]=[CH:41][CH:40]=[CH:39][CH:38]=1.C(=O)([O-])[O-].[Cs+].[Cs+]>C(COC)OC.C1C=CC(/C=C/C(/C=C/C2C=CC=CC=2)=O)=CC=1.C1C=CC(/C=C/C(/C=C/C2C=CC=CC=2)=O)=CC=1.C1C=CC(/C=C/C(/C=C/C2C=CC=CC=2)=O)=CC=1.[Pd].[Pd].C1(P(C2C=CC=CC=2)C2C=CC3C(=CC=CC=3)C=2C2C3C(=CC=CC=3)C=CC=2P(C2C=CC=CC=2)C2C=CC=CC=2)C=CC=CC=1>[Si:17]([O:16][C@H:13]1[CH2:14][C:15]2[C:6]([N:49]=[C:36]([C:37]3[CH:42]=[CH:41][CH:40]=[CH:39][CH:38]=3)[C:43]3[CH:48]=[CH:47][CH:46]=[CH:45][CH:44]=3)=[CH:7][CH:8]=[CH:9][C:10]=2[CH2:11][CH2:12]1)([C:30]([CH3:32])([CH3:31])[CH3:33])([C:24]1[CH:29]=[CH:28][CH:27]=[CH:26][CH:25]=1)[C:18]1[CH:19]=[CH:20][CH:21]=[CH:22][CH:23]=1 |f:2.3.4,6.7.8.9.10|. Procedure details: A mixture of Example 26D (291 mg, 0.544 mmol), benzophenone imine (0.18 mL, 1.1 mmol), cesium carbonate (390 mg, 1.20 mmol), tris(dibenzylideneacetone)dipalladium(0) (14 mg, 0.015 mmol), and 2,2′-bis(diphenylphosphino)-1,1′-binaphthyl (22 mg, 0.035 mmol) in dimethoxyethane (2.2 mL) was heated at 150° C. for 25 minutes in a microwave reactor. The mixture was cooled to room temperature, and the solution was pipetted away from the residual solid and concentrated. Chromatography of the resulting res... The reactants are ClC1=NC=NC(=C1)SC (4-chloro-6-methylsulfanyl-pyrimidine), I (hydriodic acid). Run in C(Cl)Cl (DCM). Conditions: time 5 hour. Product: IC1=NC=NC(=C1)SC (4-Iodo-6-methylsulfanyl-pyrimidine). RXN SMILES: Cl[C:2]1[CH:7]=[C:6]([S:8][CH3:9])[N:5]=[CH:4][N:3]=1.[IH:10]>C(Cl)Cl>[I:10][C:2]1[CH:7]=[C:6]([S:8][CH3:9])[N:5]=[CH:4][N:3]=1. Procedure details: A mixture of 4-chloro-6-methylsulfanyl-pyrimidine (0.54 g, 3.4 mmol), 57% hydriodic acid solution (2.50 mL, 19.0 mmol) and DCM (3 mL) was stirred at room temperature. After 5 h, the resultant solid was collected by filtration and washed with DCM. The cake was dissolved in water (10 mL) and basified with saturated aqueous sodium bicarbonate solution to pH=8. The aqueous layer was extracted with DCM (2×50 mL). The combined organic extracts were washed with brine, dried over sodium sulfate, and con...